This data is from the Open Reaction Database (ORD), a public repository of structured organic reaction records. The task is: describe an organic reaction: reactants, conditions, products, and yield Starting materials: CC(C)=O, CI, CCOCC, CC1NC(=S)Nc2cc(C(F)(F)F)ccc21. Product: CSC1=Nc2cc(C(F)(F)F)ccc2C(C)N1, I. As a reaction SMILES: [CH3:19][C:20](=[O:21])[CH3:22].[CH3:1][I:2].[CH3:23][CH2:24][O:25][CH2:26][CH3:27].[CH3:3][CH:4]1[NH:5][C:6](=[S:18])[NH:7][c:8]2[cH:9][c:10]([C:14]([F:15])([F:16])[F:17])[cH:11][cH:12][c:13]21>>[CH3:1][S:18][C:6]1=[N:7][c:8]2[cH:9][c:10]([C:14]([F:15])([F:16])[F:17])[cH:11][cH:12][c:13]2[CH:4]([CH3:3])[NH:5]1.[IH:2]. Reactants: C=1(O)C(O)=CC=CC1 (catechol), C(C)[Zn]CC (diethylzinc), C(C1=CC=CC=C1)#N (benzonitrile), dichlorobis(trimethylphosphine)nickel, CCCCCCCCCCCCC (tridecane), C(C1=CC=CC=C1)#N (benzonitrile), C1(=CC=CC=C1)C#C[Li] (phenylethynyllithium). Run in C1CCOC1 (THF). Reaction conditions: time 30 minute. The product is C1(=CC=CC=C1)C#CC1=CC=CC=C1 (diphenylacetylene). The yield is 27.0%. Reaction SMILES: [C:1]1([C:3](=[CH:5][CH:6]=[CH:7][CH:8]=1)O)O.C([Zn]CC)C.[C:14]1([C:20]#[C:21][Li])[CH:19]=[CH:18][CH:17]=[CH:16][CH:15]=1.C(#N)C1C=CC=CC=1.CCCCCCCCCCCCC>C1COCC1>[C:1]1([C:21]#[C:20][C:14]2[CH:19]=[CH:18][CH:17]=[CH:16][CH:15]=2)[CH:3]=[CH:5][CH:6]=[CH:7][CH:8]=1. Procedure details: A solution of catechol (0.440 g; 4.00 mmol) in THF (2 ml) was treated at 0° C. with diethylzinc (4 ml; 4.00 mmol; 1.0 M in THF) and the resulting solution was allowed to warm to room temperature for 20 min. Solvent was removed in vacuo, then phenylethynyllithium (4.0 ml; 4.00 mmol; 1.0 M THF) was added at room temperature and the resulting mixture was stirred for 30 min. This solution was then added to a room temperature mixture of benzonitrile (0.204 ml; 0.206 g; 2.00 mmol), dichlorobis(trimeth... Conditions: time 2 hour. The reactants are OCC=1C2=CN(N=C2C=CC1)C1=CC=C(C#N)C=C1 (4-[4-(Hydroxymethyl)-2H-indazol-2-yl]benzonitrile), CC(C)=CC (2-methyl-2-butene), NaH2PO4, [O-]Cl=O.[Na+] (NaClO2). The product is C(#N)C1=CC=C(C=C1)N1N=C2C=CC=C(C2=C1)C(=O)O (2-(4-Cyanophenyl)-2H-indazole-4-carboxylic acid). The reagents and catalysts are [O-2].[Mn+4].[O-2] (manganese (IV) oxide). Solvent: C(Cl)Cl (DCM). As a reaction SMILES: [OH:1][CH2:2][C:3]1[C:4]2[C:8]([CH:9]=[CH:10][CH:11]=1)=[N:7][N:6]([C:12]1[CH:19]=[CH:18][C:15]([C:16]#[N:17])=[CH:14][CH:13]=1)[CH:5]=2.CC(=CC)C.[O-:25]Cl=O.[Na+]>C(Cl)Cl.[O-2].[Mn+4].[O-2]>[C:16]([C:15]1[CH:14]=[CH:13][C:12]([N:6]2[CH:5]=[C:4]3[C:8]([CH:9]=[CH:10][CH:11]=[C:3]3[C:2]([OH:25])=[O:1])=[N:7]2)=[CH:19][CH:18]=1)#[N:17] |f:2.3,5.6.7|. Procedure details: To a solution of (C5) in dry DCM (0.07 M) was added manganese (IV) oxide. The reaction mixture was stirred at RT for 2 h. Then, the suspension was filtered and the precipitated washed several times with DCM. The combined organic extracts were concentrated to dryness. The resulting crude was dissolved in a mixture of water/tert-butanol (1:1, 0.04 M). Afterwards, 2-methyl-2-butene (20 eq., 2 M in THF), NaH2PO4 (8 eq.) and NaClO2 (8 eq.) were added. The reaction mixture was stirred at RT for 30 min...